This data is from the Open Reaction Database (ORD), a public repository of structured organic reaction records. The task is: describe an organic reaction: reactants, conditions, products, and yield Reactants: N(=[N+]=[N-])C=1C=2N(C=C(C1C#N)C1=C(C=C(C=C1)Cl)Cl)C(=CN2)N2CCOCC2 (8-azido-6-(2,4-dichloro-phenyl)-3-morpholin-4-yl-imidazo[1,2-a]pyridine-7-carbonitrile), C1(=CC=CC=C1)P(C1=CC=CC=C1)C1=CC=CC=C1 (triphenylphosphine), Cl (HCl). Solvent: CO (MeOH), O (water). Product: NC=1C=2N(C=C(C1C#N)C1=C(C=C(C=C1)Cl)Cl)C(=CN2)N2CCOCC2 (8-Amino-6-(2,4-dichloro-phenyl)-3-morpholin-4-yl-imidazo[1,2-a]pyridine-7-carbonitrile). Yield: 87.9%. RXN SMILES: [N:1]([C:4]1[C:5]2[N:6]([C:20]([N:23]3[CH2:28][CH2:27][O:26][CH2:25][CH2:24]3)=[CH:21][N:22]=2)[CH:7]=[C:8]([C:12]2[CH:17]=[CH:16][C:15]([Cl:18])=[CH:14][C:13]=2[Cl:19])[C:9]=1[C:10]#[N:11])=[N+]=[N-].C1(P(C2C=CC=CC=2)C2C=CC=CC=2)C=CC=CC=1.Cl>CO.O>[NH2:1][C:4]1[C:5]2[N:6]([C:20]([N:23]3[CH2:24][CH2:25][O:26][CH2:27][CH2:28]3)=[CH:21][N:22]=2)[CH:7]=[C:8]([C:12]2[CH:17]=[CH:16][C:15]([Cl:18])=[CH:14][C:13]=2[Cl:19])[C:9]=1[C:10]#[N:11]. Procedure: A mixture of crude 8-azido-6-(2,4-dichloro-phenyl)-3-morpholin-4-yl-imidazo[1,2-a]pyridine-7-carbonitrile (144 mg, 0.33 mmol) and triphenylphosphine (133 mg, 0.51 mmol) in MeOH (4 mL) was stirred and refluxed for 1 h. 2M HCl in water (1 mL) was added and the reaction mixture was further refluxed for 1 h. The reaction mixture was cooled to RT, concentrated under vacuum and the remaining residue was dissolved in water. The aqueous solution was basified to pH 12 by the addition of a 2M NaOH solutio... The reactants are ice, CN(C=O)C (dimethylformamide), C(C(=O)Cl)(=O)Cl (oxalyl chloride), N1C(SC=2C=NC=CC21)=S ([1,3]Thiazolo[5,4-c]pyridine-2(1H)-thione), C(=O)(O)[O-].[Na+] (NaHCO3). Solvent: ClCCCl (DCE), ClCCCl (DCE), O (water). The product is ClC=1SC=2C=NC=CC2N1 (2-Chloro[1,3]thiazolo[5,4-c]pyridine). Yield: 87.0%. Reaction SMILES: CN(C)C=O.[C:6]([Cl:11])(=O)C(Cl)=O.[NH:12]1[C:20]2[CH:19]=[CH:18][N:17]=[CH:16][C:15]=2[S:14]C1=S.C([O-])(O)=O.[Na+]>ClCCCl.O>[Cl:11][C:6]1[S:14][C:15]2[CH:16]=[N:17][CH:18]=[CH:19][C:20]=2[N:12]=1 |f:3.4|. Reported procedure: To an ice-cold mixture of dimethylformamide (DMF, 1.1 mL) and DCE (8 mL) was added dropwise a solution of oxalyl chloride (1.73 mL) in DCE (4 mL). A white precipitate formed, and the reaction mixture was stirred at rt for 5 min. [1,3]Thiazolo[5,4-c]pyridine-2(1H)-thione (1 g, 6 mmol) was added in portions, and the reaction mixture was stirred at reflux for 3 h. After cooling to rt, the reaction mixture was treated with water (20 mL) and saturated (satd.) aqueous (aq.) NaHCO3 (100 mL) and then ex... Reactants: O (water), [H-].[Na+] (sodium hydride), CI (methyl iodide), BrC=1C=C2CN(C(C2=CC1)=O)CC(C)(C)O (5-bromo-2-(2-hydroxy-2-methyl-propyl)-1-oxo-isoindoline). The solvent is O1CCCC1 (tetrahydrofuran). Product: BrC=1C=C2C(N(C(C2=CC1)=O)CC(C)(C)O)C (5-bromo-2-(2-hydroxy-2-methyl-propyl)-3-methyl-1-oxo-isoindoline). Reaction SMILES: [Br:1][C:2]1[CH:3]=[C:4]2[C:8](=[CH:9][CH:10]=1)[C:7](=[O:11])[N:6]([CH2:12][C:13]([OH:16])([CH3:15])[CH3:14])[CH2:5]2.[H-].[Na+].[CH3:19]I.O>O1CCCC1>[Br:1][C:2]1[CH:3]=[C:4]2[C:8](=[CH:9][CH:10]=1)[C:7](=[O:11])[N:6]([CH2:12][C:13]([OH:16])([CH3:14])[CH3:15])[CH:5]2[CH3:19] |f:1.2|. Procedure: Under nitrogen atmosphere, 100 mg of 5-bromo-2-(2-hydroxy-2-methyl-propyl)-1-oxo-isoindoline obtained in Example 177-1) was dissolved in tetrahydrofuran, 40 mg of sodium hydride, 0.4 ml of methyl iodide were added and the mixture was heated under reflux for 2 hours. The reaction solution was cooled down to room temperature, water was added, and the products were extracted with ethyl acetate. Ethyl acetate layer was washed with saturated saline solution and dried with anhydrous sodium sulfate. Th... Reactants: N12CCCCCC2=NCCC1 (1,8-Diazabicyclo[5.4.0]undec-7-ene), CC(C)C1=C(C(=CC=C1)C(C)C)NC(=O)NS(=O)(=O)N(CCCC)CCCC (N-[2,6-bis(1-methylethyl)phenyl]-N'-[(dibutylamino)sulfonyl]urea), CI (methyl iodide). Solvent: C(C)#N (acetonitrile). Conditions: time 16 hour. The product is CC(C)C1=C(C(=CC=C1)C(C)C)NC(N(C)S(=O)(=O)N(CCCC)CCCC)=O (2,6 bis(1-methylethyl)phenyl-N-methyl-[(dibutylamino)sulfonyl]urea). RXN SMILES: N12CCCN=C1CCCC[CH2:2]2.[CH3:12][CH:13]([C:15]1[CH:20]=[CH:19][CH:18]=[C:17]([CH:21]([CH3:23])[CH3:22])[C:16]=1[NH:24][C:25]([NH:27][S:28]([N:31]([CH2:36][CH2:37][CH2:38][CH3:39])[CH2:32][CH2:33][CH2:34][CH3:35])(=[O:30])=[O:29])=[O:26])[CH3:14].CI>C(#N)C>[CH3:12][CH:13]([C:15]1[CH:20]=[CH:19][CH:18]=[C:17]([CH:21]([CH3:22])[CH3:23])[C:16]=1[NH:24][C:25](=[O:26])[N:27]([S:28]([N:31]([CH2:36][CH2:37][CH2:38][CH3:39])[CH2:32][CH2:33][CH2:34][CH3:35])(=[O:30])=[O:29])[CH3:2])[CH3:14]. Procedure: 1,8-Diazabicyclo[5.4.0]undec-7-ene (1.6 mL, 10.7 mmol) was added dropwise to a solution of N-[2,6-bis(1-methylethyl)phenyl]-N'-[(dibutylamino)sulfonyl]urea (4.0 g, 9.7 mmol) and methyl iodide (1.52 g, 10.7 mmol) in 100 mL acetonitrile at -15° C. The resulting mixture was warmed to room temperature and stirred for 16 hours. Concentrated in vacuo and partitioned between 1N HCl and ethyl acetate. The organic layer was dried with MgSO4, filtered, and concentrated to give an orange oil. Chromatograph... Reactants: COCCOC, CCOC(=O)CP(=O)(OCC)OCC, [H-], CC(=O)Nc1c(C)nc(N)c(C=O)c1C, [Na+]. Product: CCOC(=O)C=Cc1c(N)nc(C)c(NC(C)=O)c1C. As a reaction SMILES: [CH3:32][O:33][CH2:34][CH2:35][O:36][CH3:37].[CH3:3][CH2:4][O:5][C:6](=[O:7])[CH2:8][P:9]([O:10][CH2:11][CH3:12])([O:13][CH2:14][CH3:15])=[O:16].[H-:1].[NH2:17][c:18]1[c:19]([CH:20]=[O:21])[c:22]([CH3:31])[c:23]([NH:27][C:28]([CH3:29])=[O:30])[c:24]([CH3:26])[n:25]1.[Na+:2]>>[CH3:3][CH2:4][O:5][C:6](=[O:7])[CH:8]=[CH:20][c:19]1[c:18]([NH2:17])[n:25][c:24]([CH3:26])[c:23]([NH:27][C:28]([CH3:29])=[O:30])[c:22]1[CH3:31]. Starting materials: C(C1=CC=CC=C1)N1N=CC=2C(=C3C(=NC21)C(C2=C(CC3)C=CC=C2)=O)Br (1-benzyl-4-bromo-5,6-dihydrobenzo[5,6]cyclohepta[1,2-b]pyrazolo[4,3-e]pyridin-11(1H)one), N1CCOCC1 (morpholine), CN (methylamine). RXN SMILES: [CH2:1]([N:8]1[C:16]2[N:15]=[C:14]3[C:17](=[O:26])[C:18]4[CH:25]=[CH:24][CH:23]=[CH:22][C:19]=4[CH2:20][CH2:21][C:13]3=[C:12](Br)[C:11]=2[CH:10]=[N:9]1)[C:2]1[CH:7]=[CH:6][CH:5]=[CH:4][CH:3]=1.[NH:28]1[CH2:33][CH2:32][O:31][CH2:30][CH2:29]1.CN>>[CH2:1]([N:8]1[C:16]2[N:15]=[C:14]3[C:17](=[O:26])[C:18]4[CH:25]=[CH:24][CH:23]=[CH:22][C:19]=4[CH2:20][CH2:21][C:13]3=[C:12]([N:28]3[CH2:33][CH2:32][O:31][CH2:30][CH2:29]3)[C:11]=2[CH:10]=[N:9]1)[C:2]1[CH:7]=[CH:6][CH:5]=[CH:4][CH:3]=1. Yields the product C(C1=CC=CC=C1)N1N=CC=2C(=C3C(=NC21)C(C2=C(CC3)C=CC=C2)=O)N2CCOCC2 (1-benzyl-4-(morpholino)-5,6-dihydrobenzo[5,6]cyclohepta[1,2-b]pyrazolo[4,3-e]pyridin-11(1H)one). Procedure: By substituting the product of Example 11 in the procedure of Example 5 and substituting morpholine for the methylamine, 1-benzyl-4-(morpholino)-5,6-dihydrobenzo[5,6]cyclohepta[1,2-b]pyrazolo[4,3-e]pyridin-11(1H)one is obtained. The reactants are Brc1cc2cnc(CCN3CCOCC3)nc2s1, C1COCCO1, CCOC(C)=O, Cc1ccc(C(=O)NC2CC2)cc1B1OC(C)(C)C(C)(C)O1, [Cs+], [F-], O, c1ccc(P(c2ccccc2)(c2ccccc2)[Pd](P(c2ccccc2)(c2ccccc2)c2ccccc2)(P(c2ccccc2)(c2ccccc2)c2ccccc2)P(c2ccccc2)(c2ccccc2)c2ccccc2)cc1. The product is Cc1ccc(C(=O)NC2CC2)cc1-c1cc2cnc(CCN3CCOCC3)nc2s1. Reaction SMILES: [Br:1][c:2]1[cH:3][c:4]2[c:5]([n:6][c:7]([CH2:10][CH2:11][N:12]3[CH2:13][CH2:14][O:15][CH2:16][CH2:17]3)[n:8][cH:9]2)[s:18]1.[CH2:43]1[O:44][CH2:45][CH2:46][O:47][CH2:48]1.[CH3:49][CH2:50][O:51][C:52]([CH3:53])=[O:54].[CH:19]1([NH:22][C:23]([c:24]2[cH:25][c:26]([B:31]3[O:32][C:33]([CH3:34])([CH3:35])[C:36]([CH3:37])([CH3:38])[O:39]3)[c:27]([CH3:30])[cH:28][cH:29]2)=[O:40])[CH2:20][CH2:21]1.[Cs+:42].[F-:41].[OH2:132].[cH:55]1[cH:56][cH:57][c:58]([P:59]([Pd:60]([P:61]([c:62]2[cH:63][cH:64][cH:65][cH:66][cH:67]2)([c:68]2[cH:69][cH:70][cH:71][cH:72][cH:73]2)[c:74]2[cH:75][cH:76][cH:77][cH:78][cH:79]2)([P:80]([c:81]2[cH:82][cH:83][cH:84][cH:85][cH:86]2)([c:87]2[cH:88][cH:89][cH:90][cH:91][cH:92]2)[c:93]2[cH:94][cH:95][cH:96][cH:97][cH:98]2)[P:99]([c:100]2[cH:101][cH:102][cH:103][cH:104][cH:105]2)([c:106]2[cH:107][cH:108][cH:109][cH:110][cH:111]2)[c:112]2[cH:113][cH:114][cH:115][cH:116][cH:117]2)([c:118]2[cH:119][cH:120][cH:121][cH:122][cH:123]2)[c:124]2[cH:125][cH:126][cH:127][cH:128][cH:129]2)[cH:130][cH:131]1>>[c:2]1(-[c:26]2[cH:25][c:24]([C:23]([NH:22][CH:19]3[CH2:20][CH2:21]3)=[O:40])[cH:29][cH:28][c:27]2[CH3:30])[cH:3][c:4]2[c:5]([n:6][c:7]([CH2:10][CH2:11][N:12]3[CH2:13][CH2:14][O:15][CH2:16][CH2:17]3)[n:8][cH:9]2)[s:18]1. The reactants are ClC=1C=NC=2N(C1)N=C(C2)C(=O)O (6-chloro-pyrazolo[1,5-a]pyrimidine-2-carboxylic acid), FC=1C=CC=C2CCNC(C12)C(F)(F)F (8-fluoro-1-trifluoromethyl-1,2,3,4-tetrahydro-isoquinoline). Product: ClC=1C=NC=2N(C1)N=C(C2)C(=O)N2C(C1=C(C=CC=C1CC2)F)C(F)(F)F ((6-Chloro-pyrazolo[1,5-a]pyrimidin-2-yl)-(8-fluoro-1-trifluoromethyl-3,4-dihydro-1H-isoquinolin-2-yl)-methanone). RXN SMILES: [Cl:1][C:2]1[CH:3]=[N:4][C:5]2[N:6]([N:8]=[C:9]([C:11]([OH:13])=O)[CH:10]=2)[CH:7]=1.[F:14][C:15]1[CH:16]=[CH:17][CH:18]=[C:19]2[C:24]=1[CH:23]([C:25]([F:28])([F:27])[F:26])[NH:22][CH2:21][CH2:20]2>>[Cl:1][C:2]1[CH:3]=[N:4][C:5]2[N:6]([N:8]=[C:9]([C:11]([N:22]3[CH2:21][CH2:20][C:19]4[C:24](=[C:15]([F:14])[CH:16]=[CH:17][CH:18]=4)[CH:23]3[C:25]([F:26])([F:28])[F:27])=[O:13])[CH:10]=2)[CH:7]=1. Reported procedure: In close analogy to the procedure described in Example 1, 6-chloro-pyrazolo[1,5-a]pyrimidine-2-carboxylic acid is reacted with 8-fluoro-1-trifluoromethyl-1,2,3,4-tetrahydro-isoquinoline to provide the title compound in moderate yield.